This data is from the Open Reaction Database (ORD), a public repository of structured organic reaction records. The task is: describe an organic reaction: reactants, conditions, products, and yield Reactants: BrCC(OC(CC(=O)C1=CC=CC=C1)CCCCC1=CC=C(C=C1)C#N)=O (3-(2-bromo-1-oxoethoxy)-7-(4-cyanophenyl)-1-phenylheptan-1-one), solution, SmI2, Cl (HCl). Solvent: C1CCOC1 (THF). Run at temperature -78 celsius, time 1 hour. Yields the product C(#N)C1=CC=C(C=C1)CCCC[C@@H]1C[C@@](CC(O1)=O)(C1=CC=CC=C1)O (rel-(4R, 6R)-6-[4-(4-cyanophenyl)butyl]-4-hydroxy-4-phenyl-3,4,5,6-tetrahydro-2H-pyran-2-one). Isolated yield 85.6%. As a reaction SMILES: Br[CH2:2][C:3](=[O:27])[O:4][CH:5]([CH2:15][CH2:16][CH2:17][CH2:18][C:19]1[CH:24]=[CH:23][C:22]([C:25]#[N:26])=[CH:21][CH:20]=1)[CH2:6][C:7]([C:9]1[CH:14]=[CH:13][CH:12]=[CH:11][CH:10]=1)=[O:8].Cl>C1COCC1>[C:25]([C:22]1[CH:23]=[CH:24][C:19]([CH2:18][CH2:17][CH2:16][CH2:15][C@H:5]2[O:4][C:3](=[O:27])[CH2:2][C@@:7]([OH:8])([C:9]3[CH:14]=[CH:13][CH:12]=[CH:11][CH:10]=3)[CH2:6]2)=[CH:20][CH:21]=1)#[N:26]. Reported procedure: To a solution of the product of step B (2.71 g, 6.35 mmol) in dry THF (50 mL) at -78° C. under an atmosphere of nitrogen was added a 0.1M solution of SmI2 (135 mL, 13.5 mmol) over 10 minutes. The blue solution was stirred at -78° C. for 1 hour, poured into dilute aq. HCl, extracted with EtOAc, washed with sat'd NaHCO3, dried (MgSO4), filtered, and the solvent evaporated under reduced pressure. Silica gel chromatography (35-50% EtOAc/hexane) afforded 1.90 g (86%) of title product.